Dataset: the Open Reaction Database (ORD), a public repository of structured organic reaction records. Task: describe an organic reaction: reactants, conditions, products, and yield Reactants: C(C)N=C=O (ethyl isocyanate), CNC1C2CN(CC1CC2)CCOC2=CC=C(C#N)C=C2 (4-{2-[8-(methylamino)-3-azabicyclo[3.2.1]oct-3-yl]ethoxy}benzonitrile), CC#N (MeCN), C(=O)([O-])[O-].[K+].[K+] (K2CO3). The solvent is C(Cl)Cl (DCM). Reaction conditions: time 3 hour. Product: C(#N)C1=CC=C(OCCN2CC3CCC(C2)C3N(C(=O)NCC)C)C=C1 (N-{3-[2-(4-Cyanophenoxy)ethyl]-3-azabicyclo[3.2.1]oct-8-yl}-N′-ethyl-N-methylurea). As a reaction SMILES: [CH2:1]([N:3]=[C:4]=[O:5])[CH3:2].[CH3:6][NH:7][CH:8]1[CH:13]2[CH2:14][CH2:15][CH:9]1[CH2:10][N:11]([CH2:16][CH2:17][O:18][C:19]1[CH:26]=[CH:25]C(C#N)=[CH:21][CH:20]=1)[CH2:12]2.[CH3:27][C:28]#[N:29].C([O-])([O-])=O.[K+].[K+]>C(Cl)Cl>[C:28]([C:27]1[CH:21]=[CH:20][C:19]([O:18][CH2:17][CH2:16][N:11]2[CH2:12][CH:13]3[CH:8]([N:7]([CH3:6])[C:4]([NH:3][CH2:1][CH3:2])=[O:5])[CH:9]([CH2:15][CH2:14]3)[CH2:10]2)=[CH:26][CH:25]=1)#[N:29] |f:3.4.5|. Reported procedure: A solution of ethyl isocyanate (0.8 mL, 9.66 mmol) in DCM (3 mL) was added dropwise, at 0° C., to a mixture of 4-{2-[8-(methylamino)-3-azabicyclo[3.2.1]oct-3-yl]ethoxy}benzonitrile (Preparation K; 2.5 g, 8.76 mmol) and MeCN (50 mL). The mixture was stirred at rt for 3 h, K2CO3 (2 g, 14.4 mmol) was added and the mixture was stirred for a further 2 h. Filtration and evaporation gave 2.96 g of crude product. This was purified twice by chromatography on silica gel, the first time eluting with a grad... Starting materials: [Cl-], COc1cccc(Cl)c1CC1CCN(C2CCC(O)CC2)C1=O, [NH4+], CN(C)C=O. Yields the product O=C1C(Cc2c(O)cccc2Cl)CCN1C1CCC(O)CC1. As a reaction SMILES: [Cl-:24].[Cl:1][c:2]1[c:3]([CH2:4][CH:5]2[C:6](=[O:17])[N:7]([CH:10]3[CH2:11][CH2:12][CH:13]([OH:16])[CH2:14][CH2:15]3)[CH2:8][CH2:9]2)[c:18]([O:22][CH3:23])[cH:19][cH:20][cH:21]1.[NH4+:25].[O:26]=[CH:27][N:28]([CH3:29])[CH3:30]>>[Cl:1][c:2]1[c:3]([CH2:4][CH:5]2[C:6](=[O:17])[N:7]([CH:10]3[CH2:11][CH2:12][CH:13]([OH:16])[CH2:14][CH2:15]3)[CH2:8][CH2:9]2)[c:18]([OH:22])[cH:19][cH:20][cH:21]1.